This data is from the Open Reaction Database (ORD), a public repository of structured organic reaction records. The task is: describe an organic reaction: reactants, conditions, products, and yield The reactants are S(O)(O)(=O)=O (sulfuric acid), C(CC(=O)O)(=O)O (malonic acid), C(C)(=O)OC(C)=O (acetic anhydride), diisopropylidene methylene dimalonate, CC(=O)C (acetone). Reaction conditions: time 3 hour. Product: C1(CC(=O)OC(C)(C)O1)=O (isopropylidene malonate). The yield is 44.4%. RXN SMILES: S(=O)(=O)(O)O.[C:6]([OH:12])(=[O:11])[CH2:7][C:8]([OH:10])=[O:9].C(OC(=O)C)(=O)C.[CH3:20][C:21]([CH3:23])=O>>[C:6]1(=[O:12])[O:11][C:21]([CH3:23])([CH3:20])[O:10][C:8](=[O:9])[CH2:7]1. Procedure: The diisopropylidene methylene dimalonate used in this Example was prepared by adding 1.5 ml concentrated sulfuric acid over a 20 minute period to a stirred slurry of 52 grams malonic acid (0.5 mol) and 60 ml acetic anhydride (0.6 mol) in an erlenmeyer flask reactor. After the reactants were stirred for 3 hours at room temperature, 40 ml acetone (0.55 mols) were added with cooling and the reactants were maintained at 5° C for 16 hours. The crystalline product was filtered, washed with ice water ... The reactants are Cl.N1(CCCCC1)CCCOC1=CC=C(C(=O)O)C=C1 (4-(3-Piperidin-1-ylpropoxy)benzoic acid hydrochloride). The solvent is S(=O)(Cl)Cl (thionyl chloride). Yields the product Cl.N1(CCCCC1)CCCOC1=CC=C(C(=O)Cl)C=C1 (4-(3-Piperidin-1-ylpropoxy)benzoyl chloride hydrochloride). Yield: 196.6%. As a reaction SMILES: [ClH:1].[N:2]1([CH2:8][CH2:9][CH2:10][O:11][C:12]2[CH:20]=[CH:19][C:15]([C:16](O)=[O:17])=[CH:14][CH:13]=2)[CH2:7][CH2:6][CH2:5][CH2:4][CH2:3]1>S(Cl)(Cl)=O>[ClH:1].[N:2]1([CH2:8][CH2:9][CH2:10][O:11][C:12]2[CH:20]=[CH:19][C:15]([C:16]([Cl:1])=[O:17])=[CH:14][CH:13]=2)[CH2:7][CH2:6][CH2:5][CH2:4][CH2:3]1 |f:0.1,3.4|. Procedure details: 4-(3-Piperidin-1-ylpropoxy)benzoic acid hydrochloride (D2) (0.23 g) in thionyl chloride (5 ml) was heated under reflux for 1 h. The reaction mixture was then evaporated to a minimum and co-evaporated from DCM (3×10 ml) to give the title compound (D3) as a white powder (0.24 g).